This data is from the Open Reaction Database (ORD), a public repository of structured organic reaction records. The task is: describe an organic reaction: reactants, conditions, products, and yield RXN SMILES: [CH3:7][S:8]([CH3:9])=[O:10].[Cl:1][C:2]([C:3]([Cl:4])=[O:5])=[O:6].[Cl:33][CH2:34][Cl:35].[Na+:32].[O-:28][C:29]([OH:30])=[O:31].[OH:11][CH2:12][CH2:13][CH2:14][CH:15]1[CH2:16][N:17]([C:21](=[O:22])[O:23][C:24]([CH3:25])([CH3:26])[CH3:27])[CH2:18][CH2:19][CH2:20]1>>[O:11]=[CH:12][CH2:13][CH2:14][CH:15]1[CH2:16][N:17]([C:21](=[O:22])[O:23][C:24]([CH3:25])([CH3:26])[CH3:27])[CH2:18][CH2:19][CH2:20]1. The product is CC(C)(C)OC(=O)N1CCCC(CCC=O)C1. The reactants are CS(C)=O, O=C(Cl)C(=O)Cl, ClCCl, [Na+], O=C([O-])O, CC(C)(C)OC(=O)N1CCCC(CCCO)C1. Reactants: BrC=1C=CC(=C(C=O)C1)OC (5-Bromo-2-methoxybenzaldehyde), [N+](=O)(O)[O-] (Nitric acid), ice. The solvent is S(O)(O)(=O)=O (sulfuric acid). Conditions: time 15 minute. The product is BrC=1C=C(C(=C(C=O)C1)OC)[N+](=O)[O-] (5-Bromo-2-methoxy-3-nitrobenzaldehyde). Yield: 57.1%. RXN SMILES: [Br:1][C:2]1[CH:3]=[CH:4][C:5]([O:10][CH3:11])=[C:6]([CH:9]=1)[CH:7]=[O:8].[N+:12]([O-])([OH:14])=[O:13]>S(=O)(=O)(O)O>[Br:1][C:2]1[CH:3]=[C:4]([N+:12]([O-:14])=[O:13])[C:5]([O:10][CH3:11])=[C:6]([CH:9]=1)[CH:7]=[O:8]. Reported procedure: 5-Bromo-2-methoxybenzaldehyde (29.65 g, 138 mmol) was added to stirred concentrated sulfuric acid (160 mL) at −15° C. Nitric acid (70% w/w) (16 g) was added dropwise. Further stirring was allowed for 15 mins at this temperature before the mixture was poured onto crushed ice (2 L). The resulting precipitate was collected by filtration and partitioned between dichloromethane (800 mL) and saturated sodium hydrogen carbonate (1 L). The organic layer was dried (Na2SO4) and evaporated in vacuo to give... Run at temperature 50 celsius, time 30 minute. Starting materials: C(C)(C)O (isopropanol), FC(C(=O)NC(C(C)(O)C)C1=CC=CC2=CC=CC=C12)(F)F (1-(trifluoroacetylamino)-1-(1-naphthyl)-2-methyl-2-propanol), aqueous solution, [OH-].[K+] (potassium hydroxide). The solvent is C(C)O (ethanol). Reaction SMILES: C(O)(C)C.FC(F)(F)C([NH:9][CH:10]([C:15]1[C:24]2[C:19](=[CH:20][CH:21]=[CH:22][CH:23]=2)[CH:18]=[CH:17][CH:16]=1)[C:11]([CH3:14])([OH:13])[CH3:12])=O.[OH-].[K+]>C(O)C>[NH2:9][CH:10]([C:15]1[C:24]2[C:19](=[CH:20][CH:21]=[CH:22][CH:23]=2)[CH:18]=[CH:17][CH:16]=1)[C:11]([CH3:14])([OH:13])[CH3:12] |f:2.3|. Procedure: 180 mL of isopropanol and 180 mL of ethanol were added to 36.0 g of the 1-(trifluoroacetylamino)-1-(1-naphthyl)-2-methyl-2-propanol obtained, and 63 g of an aqueous solution of 22% by weight of potassium hydroxide was added-dropwise thereto over 30 minutes at room temperature. The inner temperature of the mixture was raised to 50° C. and, at the same temperature, the mixture was stirred for 2 hours to effect reaction. The reaction mixture was concentrated, and 500 mL of chloroform and 180 mL of ... Product: NC(C(C)(O)C)C1=CC=CC2=CC=CC=C12 (1-amino-1-(1-naphthyl)-2-methyl-2-propanol). The reactants are N(N)C(=O)OC(C)(C)C (tert-butyl hydrazinecarboxylate), C(C)OC(=O)C=1C=NN(C1)CC(=O)O ([4-(ethoxycarbonyl)-1H-pyrazol-1-yl]acetic acid), CN(CCCN=C=NCC)C (N-[3-(dimethylamino)propyl]-N′-ethylcarbodiimide), ON1N=NC2=C1C=CC=C2 (1-hydroxybenzotriazole). The solvent is ClCCl (dichloromethane), ClCCl (dichloromethane), O (water). Conditions: time 8 hour. Yields the product C(C)(C)(C)OC(=O)NNC(CN1N=CC(=C1)C(=O)OCC)=O (ethyl 1-{2-[2-(tert-butoxycarbonyl)hydrazino]-2-oxoethyl}-1H-pyrazole-4-carboxylate). The yield is 62.1%. Reaction SMILES: [CH2:1]([O:3][C:4]([C:6]1[CH:7]=[N:8][N:9]([CH2:11][C:12]([OH:14])=O)[CH:10]=1)=[O:5])[CH3:2].CN(C)CCCN=C=NCC.ON1C2C=CC=CC=2N=N1.[NH:36]([C:38]([O:40][C:41]([CH3:44])([CH3:43])[CH3:42])=[O:39])[NH2:37]>ClCCl.O>[C:41]([O:40][C:38]([NH:36][NH:37][C:12](=[O:14])[CH2:11][N:9]1[CH:10]=[C:6]([C:4]([O:3][CH2:1][CH3:2])=[O:5])[CH:7]=[N:8]1)=[O:39])([CH3:44])([CH3:43])[CH3:42]. Procedure details: A solution of the compound (9.4 g) obtained in Example 115b, N-[3-(dimethylamino)propyl]-N′-ethylcarbodiimide (18.1 g) and 1-hydroxybenzotriazole (6.5 g) in dichloromethane (100 mL) was cooled to −20° C., and a solution of tert-butyl hydrazinecarboxylate (9.5 g) in dichloromethane (20 mL) was added dropwise. The reaction mixture was stirred at room temperature overnight, poured into water, and the mixture was extracted with ethyl acetate. The ethyl acetate layer was washed with saturated brine, ...